From a dataset of the Open Reaction Database (ORD), a public repository of structured organic reaction records. describe an organic reaction: reactants, conditions, products, and yield Solvent: CN(C)C=O (DMF), CN(C)C=O (DMF). The reactants are [H-].[Na+] (sodium hydride), [H-].[Na+] (sodium hydride), C(C(=O)O)(=O)O.CN1C[C@H]([C@@H](CC1)OC1=CC=C(C=C1)C(F)(F)F)C1=CC=CC=C1 (Trans-1-methyl-3-phenyl-4-(4-trifluoromethylphenoxy)piperidine oxalate), FC1=CC=C(C=C1)F (p-difluorobenzene). The product is FC1=CC=C(O[C@H]2[C@@H](CN(CC2)C)C2=CC=CC=C2)C=C1 (trans-4-(4-fluorophenoxy)-1-methyl-3-phenylpiperidine). Reported procedure: A mixture of 0.6 g of sodium hydride, 3.83 g of sodium hydride, 3.83 g of trans-1-methyl-3-phenyl-4-piperidinol of Example 1 and 30 ml of anhydrous DMF is heated to 90° C. for 1.5 hours, then cooled to room temperature. A solution of 2.85 g of p-difluorobenzene in 20 ml of DMF is added all at once; the mixture is stirred at 70°-80° C. under nitrogen for 48 hours. The mixture is cooled and partitioned between ether and saturated aqueous NaCl solution. The aqueous phase is extracted with ether, an... Reaction SMILES: [H-].[Na+].C(O)(=O)C(O)=O.[CH3:9][N:10]1[CH2:15][CH2:14][C@@H:13]([O:16][C:17]2[CH:22]=[CH:21][C:20](C(F)(F)F)=[CH:19][CH:18]=2)[C@H:12]([C:27]2[CH:32]=[CH:31][CH:30]=[CH:29][CH:28]=2)[CH2:11]1.[F:33]C1C=CC(F)=CC=1>CN(C=O)C>[F:33][C:20]1[CH:21]=[CH:22][C:17]([O:16][C@@H:13]2[CH2:14][CH2:15][N:10]([CH3:9])[CH2:11][C@H:12]2[C:27]2[CH:32]=[CH:31][CH:30]=[CH:29][CH:28]=2)=[CH:18][CH:19]=1 |f:0.1,2.3|. Conditions: temperature 90 celsius, time 48 hour. RXN SMILES: [Br:1][CH2:2][c:3]1[cH:4][cH:5][cH:6][cH:7][cH:8]1.[C:40](=[O:41])([O-:42])[O-:43].[Na+:44].[Na+:45].[O:46]=[CH:47][N:48]([CH3:49])[CH3:50].[nH:9]1[n:10][n:11][n:12][c:13]1-[c:14]1[cH:15][c:16](-[c:20]2[cH:21][cH:22][c:23]3[c:24]([c:25]([C:35](=[O:36])[NH:37][CH3:38])[c:26](-[c:28]4[cH:29][cH:30][c:31]([F:34])[cH:32][cH:33]4)[o:27]3)[cH:39]2)[cH:17][cH:18][cH:19]1>>[CH2:2]([c:3]1[cH:4][cH:5][cH:6][cH:7][cH:8]1)[n:10]1[n:9][c:13](-[c:14]2[cH:15][c:16](-[c:20]3[cH:21][cH:22][c:23]4[c:24]([c:25]([C:35](=[O:36])[NH:37][CH3:38])[c:26](-[c:28]5[cH:29][cH:30][c:31]([F:34])[cH:32][cH:33]5)[o:27]4)[cH:39]3)[cH:17][cH:18][cH:19]2)[n:12][n:11]1. Starting materials: BrCc1ccccc1, O=C([O-])[O-], [Na+], [Na+], CN(C)C=O, CNC(=O)c1c(-c2ccc(F)cc2)oc2ccc(-c3cccc(-c4nnn[nH]4)c3)cc12. Product: CNC(=O)c1c(-c2ccc(F)cc2)oc2ccc(-c3cccc(-c4nnn(Cc5ccccc5)n4)c3)cc12. Reactants: O=C(Cl)c1cccc(Br)c1, COc1ccc(CCNC(C)Cc2ccccc2)cc1OC. The product is COc1ccc(CCN(C(=O)c2cccc(Br)c2)C(C)Cc2ccccc2)cc1OC. As a reaction SMILES: [Br:1][c:2]1[cH:3][c:4]([C:5](=[O:6])[Cl:7])[cH:8][cH:9][cH:10]1.[CH3:11][O:12][c:13]1[cH:14][c:15]([CH2:21][CH2:22][NH:23][CH:24]([CH2:25][c:26]2[cH:27][cH:28][cH:29][cH:30][cH:31]2)[CH3:32])[cH:16][cH:17][c:18]1[O:19][CH3:20]>>[Br:1][c:2]1[cH:3][c:4]([C:5](=[O:6])[N:23]([CH2:22][CH2:21][c:15]2[cH:14][c:13]([O:12][CH3:11])[c:18]([O:19][CH3:20])[cH:17][cH:16]2)[CH:24]([CH2:25][c:26]2[cH:27][cH:28][cH:29][cH:30][cH:31]2)[CH3:32])[cH:8][cH:9][cH:10]1. Starting materials: NC1=CC=C(C2=C1OCCO2)C(=O)OCC (ethyl 8-amino-2,3-dihydro-1,4-benzodioxine-5-carboxylate), ClN1C(CCC1=O)=O (N-chlorosuccinimide). The solvent is O1CCOCC1 (dioxane), O (water). Reaction conditions: time 8 hour. The product is NC1=C(C=C(C2=C1OCCO2)C(=O)OCC)Cl (Ethyl 8-amino-7-chloro-2,3-dihydro-1,4-benzodioxine-5-carboxylate). The yield is 98.8%. As a reaction SMILES: [NH2:1][C:2]1[C:7]2[O:8][CH2:9][CH2:10][O:11][C:6]=2[C:5]([C:12]([O:14][CH2:15][CH3:16])=[O:13])=[CH:4][CH:3]=1.[Cl:17]N1C(=O)CCC1=O>O1CCOCC1.O>[NH2:1][C:2]1[C:7]2[O:8][CH2:9][CH2:10][O:11][C:6]=2[C:5]([C:12]([O:14][CH2:15][CH3:16])=[O:13])=[CH:4][C:3]=1[Cl:17]. Procedure: 37 g (0.165 mol) of ethyl 8-amino-2,3-dihydro-1,4-benzodioxine-5-carboxylate dissolved in 370 ml of dioxane are introduced into a 1 l round-bottomed flask, 23.2 g (0.174 mol) of N-chlorosuccinimide are added, at room temperature and with magnetic stirring, and the mixture is stirred overnight. It is diluted with water, extracted with ethyl acetate and, after the usual processing of the organic phase, 42 g of compound are obtained, which product is recrystallized from a mixture of diethyl ether a... The reactants are BrC1=CC2=C(NC3=C2C(=C(N=C3)C#N)CC)N=C1 (3-bromo-5-ethyl-9H-dipyrido[2,3-b;4′,3′-d]pyrrole-6-carbonitrile), N1(CCCCC1)CC1=CC=C(C=C1)B(O)O (4-piperidin-1-ylmethyl-phenyl boronic acid). Reagents/catalysts: C1=CC=C(C=C1)P([C-]2C=CC=C2)C3=CC=CC=C3.C1=CC=C(C=C1)P([C-]2C=CC=C2)C3=CC=CC=C3.Cl[Pd]Cl.[Fe+2] ([1,1′-bis(diphenylphosphino)ferrocene]dichloropalladium(II)). Run in C([O-])([O-])=O.[Na+].[Na+] (sodium carbonate), C(C)#N (acetonitrile), O (water). Reaction conditions: temperature 140 celsius. Yields the product C(C)C1=C(N=CC2=C1C1=C(N2)N=CC(=C1)C1=CC=C(C=C1)CN1CCCCC1)C#N (5-Ethyl-3-(4-piperidin-1-ylmethyl-phenyl)-9H-dipyrido[2,3-b;4′,3′-d]pyrrole-6-carbonitrile). The yield is 45.8%. RXN SMILES: Br[C:2]1[CH:18]=[N:17][C:5]2[NH:6][C:7]3[CH:12]=[N:11][C:10]([C:13]#[N:14])=[C:9]([CH2:15][CH3:16])[C:8]=3[C:4]=2[CH:3]=1.[N:19]1([CH2:25][C:26]2[CH:31]=[CH:30][C:29](B(O)O)=[CH:28][CH:27]=2)[CH2:24][CH2:23][CH2:22][CH2:21][CH2:20]1>C(=O)([O-])[O-].[Na+].[Na+].C(#N)C.O.C1C=CC(P(C2C=CC=CC=2)[C-]2C=CC=C2)=CC=1.C1C=CC(P(C2C=CC=CC=2)[C-]2C=CC=C2)=CC=1.Cl[Pd]Cl.[Fe+2]>[CH2:15]([C:9]1[C:8]2[C:4]3[CH:3]=[C:2]([C:29]4[CH:28]=[CH:27][C:26]([CH2:25][N:19]5[CH2:24][CH2:23][CH2:22][CH2:21][CH2:20]5)=[CH:31][CH:30]=4)[CH:18]=[N:17][C:5]=3[NH:6][C:7]=2[CH:12]=[N:11][C:10]=1[C:13]#[N:14])[CH3:16] |f:2.3.4,7.8.9.10|. Procedure: A mixture of 3-bromo-5-ethyl-9H-dipyrido[2,3-b;4′,3′-d]pyrrole-6-carbonitrile (48 mg, 0.16 mmol), 4-piperidin-1-ylmethyl-phenyl boronic acid (56 mg, 0.26 mmol), [1,1′-bis(diphenylphosphino)ferrocene]dichloropalladium(II) (12 mg, 0.016 mmol) in 2N aqueous sodium carbonate (0.5 mL) and acetonitrile (0.63 mL) was heated under microwave irradiation at 140° C. for 35 minutes. The reaction mixture was allowed to cool to ambient temperature, diluted with water (5 mL) and extracted with ethyl acetate (3...